From a dataset of the Open Reaction Database (ORD), a public repository of structured organic reaction records. describe an organic reaction: reactants, conditions, products, and yield Product: C#CCN1CCC(=O)N(C)c2cnc(Nc3ccc(C(=O)NC4CCN(C)CC4)cc3OC)nc21. Reaction SMILES: [CH3:41][OH:42].[CH:37]([OH:38])([CH3:39])[CH3:40].[Cl:1][c:2]1[n:3][c:4]2[c:10]([cH:11][n:12]1)[N:9]([CH3:13])[C:8](=[O:14])[CH2:7][CH2:6][N:5]2[CH2:15][C:16]#[CH:17].[NH2:18][c:19]1[c:20]([O:35][CH3:36])[cH:21][c:22]([C:23](=[O:24])[NH:25][CH:26]2[CH2:27][CH2:28][N:29]([CH3:32])[CH2:30][CH2:31]2)[cH:33][cH:34]1>>[c:2]1([NH:18][c:19]2[c:20]([O:35][CH3:36])[cH:21][c:22]([C:23](=[O:24])[NH:25][CH:26]3[CH2:27][CH2:28][N:29]([CH3:32])[CH2:30][CH2:31]3)[cH:33][cH:34]2)[n:3][c:4]2[c:10]([cH:11][n:12]1)[N:9]([CH3:13])[C:8](=[O:14])[CH2:7][CH2:6][N:5]2[CH2:15][C:16]#[CH:17]. Starting materials: CO, CC(C)O, C#CCN1CCC(=O)N(C)c2cnc(Cl)nc21, COc1cc(C(=O)NC2CCN(C)CC2)ccc1N.